This data is from the Open Reaction Database (ORD), a public repository of structured organic reaction records. The task is: describe an organic reaction: reactants, conditions, products, and yield The reactants are COC(=O)c1cc(OC)cc(N)n1, N. The product is COc1cc(N)nc(C(N)=O)c1. As a reaction SMILES: [CH3:1][O:2][C:3](=[O:4])[c:5]1[n:6][c:7]([NH2:13])[cH:8][c:9]([O:11][CH3:12])[cH:10]1.[NH3:14]>>[O:2]=[C:3]([c:5]1[n:6][c:7]([NH2:13])[cH:8][c:9]([O:11][CH3:12])[cH:10]1)[NH2:14]. Starting materials: NO (hydroxylamine), N-N-diisopropylethylamine, CCN=C=NCCCN(C)C (EDCI), C=1C=CC2=C(C1)N=NN2O (HOBt), COC(=O)C1=C(C=2N(C=C1)C=NC2)NC2=C(C=C(C=C2)C2CC2)F (8-(4-cyclopropyl-2-fluoro-phenylamino)-imidazo[1,5-a]pyridine-7-carboxylic acid methyl ester), aqueous solution, [OH-].[Na+] (sodium hydroxide). Solvent: C(C)(=O)OCC (ethyl acetate), IMS. Run at temperature 65 celsius, time 18 hour. Product: C(=C)OCCONC(=O)C1=C(C=2N(C=C1)C=NC2)NC2=C(C=C(C=C2)C2CC2)F (8-(4-Cyclopropyl-2-fluoro-phenylamino)-imidazo[1,5-a]pyridine-7-carboxylic acid (2-vinyloxy-ethoxy)-amide). Yield: 67.3%. RXN SMILES: CO[C:3]([C:5]1[CH:10]=[CH:9][N:8]2[CH:11]=[N:12][CH:13]=[C:7]2[C:6]=1[NH:14][C:15]1[CH:20]=[CH:19][C:18]([CH:21]2[CH2:23][CH2:22]2)=[CH:17][C:16]=1[F:24])=[O:4].[OH-:25].[Na+].[NH2:27][OH:28].[CH3:29][CH2:30]N=C=NCCCN(C)C.[CH:40]1C=CC2N(O)N=NC=2[CH:45]=1>C(OCC)(=O)C>[CH:29]([O:25][CH2:40][CH2:45][O:28][NH:27][C:3]([C:5]1[CH:10]=[CH:9][N:8]2[CH:11]=[N:12][CH:13]=[C:7]2[C:6]=1[NH:14][C:15]1[CH:20]=[CH:19][C:18]([CH:21]2[CH2:23][CH2:22]2)=[CH:17][C:16]=1[F:24])=[O:4])=[CH2:30] |f:1.2|. Reported procedure: To a solution of 8-(4-cyclopropyl-2-fluoro-phenylamino)-imidazo[1,5-a]pyridine-7-carboxylic acid methyl ester (68 mg, 0.21 mmol) in IMS (2.5 mL) was added a 1.0 M aqueous solution of sodium hydroxide (0.25 mL, 0.25 mmol). The reaction mixture was heated at 65° C. for 1 hour and then cooled to room temperature and concentrated in vacuo. The resulting residue was azeotroped with toluene, and then suspended in THF (4 mL). 042-Vinyloxy-ethyl)-hydroxylamine (43 mg, 0.42 mmol), N-N-diisopropylethylami... Starting materials: CI (methyl iodide), Cl.COC=1C=CC2=C(OC(CO2)CNCCCOC2=CC3=C(C=CC(O3)=O)C=C2)C1 (7-[3-[[(2,3-Dihydro-7-methoxy-1,4-benzodioxin-2-yl)methyl]amino]propoxy]-2H-1-benzopyran-2-one hydrochloride), C(C)(C)N(CC)C(C)C (diisopropylethylamine). The solvent is CN(C)C=O (DMF). Reaction conditions: temperature 80 celsius. Product: COC=1C=CC2=C(OC(CO2)CN(CCCOC2=CC3=C(C=CC(O3)=O)C=C2)C)C1 (7-[3-[[(2.3-Dihydro-7-methoxy-1,4-benzodioxin-2-yl)methyl]methylamino]propoxy]-2H-1-benzopyran-2-one). The yield is 9.7%. As a reaction SMILES: Cl.[CH3:2][O:3][C:4]1[CH:5]=[CH:6][C:7]2[O:12][CH2:11][CH:10]([CH2:13][NH:14][CH2:15][CH2:16][CH2:17][O:18][C:19]3[CH:29]=[CH:28][C:22]4[CH:23]=[CH:24][C:25](=[O:27])[O:26][C:21]=4[CH:20]=3)[O:9][C:8]=2[CH:30]=1.CI.[CH:33](N(C(C)C)CC)(C)C>CN(C=O)C>[CH3:2][O:3][C:4]1[CH:5]=[CH:6][C:7]2[O:12][CH2:11][CH:10]([CH2:13][N:14]([CH3:33])[CH2:15][CH2:16][CH2:17][O:18][C:19]3[CH:29]=[CH:28][C:22]4[CH:23]=[CH:24][C:25](=[O:27])[O:26][C:21]=4[CH:20]=3)[O:9][C:8]=2[CH:30]=1 |f:0.1|. Procedure details: 7-[3-[[(2,3-Dihydro-7-methoxy-1,4-benzodioxin-2-yl)methyl]amino]propoxy]-2H-1-benzopyran-2-one hydrochloride (2.2 g, 5.0 mmole) was dissolved in 100 ml of DMF and 700 mg (5.0 mmole) of methyl iodide added, followed by 2.6 g (20 mmole) of diisopropylethylamine. The mixture was heated at 80° C. for 24 hours under a nitrogen atmosphere. The solvent was then removed in vacuum and replaced with 300 ml of dichloromethane. The mixture was washed with 300 ml portions of saturated aqueous sodium bicarbon... Reactants: C(C)(=O)OC(C)=O (acetic anhydride), C(C)(=O)[O-].[K+] (potassium acetate), benzaldehydes, [Na] (sodium), carbanion, FC(CCCCCCCCCCCCCCCNC1=CC=C(C=C1)C(CC(=O)OCC)O)(F)F (ethyl 3-{4-[15-(trifluoromethyl)pentadecylamino]phenyl}-3-hydroxypropionate). Solvent: C(C)(=O)OCC (ethyl acetate), C(C)(=O)OCC (ethyl acetate). Product: FC(CCCCCCCCCCCCCCCNC1=CC=C(C=CC(=O)OCC)C=C1)(F)F (ethyl 4-[15-(trifluoromethyl)pentadecylamino]cinnamate). As a reaction SMILES: [Na].C(OC(=O)C)(=O)C.C([O-])(=O)C.[K+].[F:14][C:15]([F:47])([F:46])[CH2:16][CH2:17][CH2:18][CH2:19][CH2:20][CH2:21][CH2:22][CH2:23][CH2:24][CH2:25][CH2:26][CH2:27][CH2:28][CH2:29][CH2:30][NH:31][C:32]1[CH:37]=[CH:36][C:35]([CH:38](O)[CH2:39][C:40]([O:42][CH2:43][CH3:44])=[O:41])=[CH:34][CH:33]=1>C(OCC)(=O)C>[F:14][C:15]([F:46])([F:47])[CH2:16][CH2:17][CH2:18][CH2:19][CH2:20][CH2:21][CH2:22][CH2:23][CH2:24][CH2:25][CH2:26][CH2:27][CH2:28][CH2:29][CH2:30][NH:31][C:32]1[CH:37]=[CH:36][C:35]([CH:38]=[CH:39][C:40]([O:42][CH2:43][CH3:44])=[O:41])=[CH:34][CH:33]=1 |f:2.3,^1:0|. Procedure details: The [4-(polyfluoroalkylamino)phenyl]alkenoic acids may be prepared by condensation of the appropriate aldehydes or by dehydration of the corresponding substituted-phenyl-hydroxyalkanoic acids. For examle, ethyl 5-{4-[15-(trifluoromethyl)pentadecylamino]phenyl}-2,4-pentadienoate is obtained by the Wittig reaction of 4-[15-(trifluoromethyl)pentadecylamino]benzaldehyde with the Wittig reagent, triethyl 4-phosphonocrotonate. Alternatively, these alkenoic acids are obtained by heating 4-[N-polyfluoro... Reactants: FC1=CC=CC=2N=CSC21 (7-fluorobenzo[d]thiazole), ClS(=O)(=O)O (chlorosulfonic acid). Reaction conditions: time 0.5 hour. Yields the product FC=1C=CC(=C2N=CSC21)S(=O)(=O)Cl (7-fluorobenzo[d]thiazole-4-sulfonyl chloride). The yield is 31.8%. RXN SMILES: [F:1][C:2]1[C:10]2[S:9][CH:8]=[N:7][C:6]=2[CH:5]=[CH:4][CH:3]=1.[Cl:11][S:12](O)(=[O:14])=[O:13]>>[F:1][C:2]1[CH:3]=[CH:4][C:5]([S:12]([Cl:11])(=[O:14])=[O:13])=[C:6]2[C:10]=1[S:9][CH:8]=[N:7]2. Reported procedure: 7-fluorobenzo[d]thiazole 25D (500 mg, 3.26 mmol) was added dropwise to chlorosulfonic acid (2.5 mmol) at 0° C. After the addition was complete, the mixture was stirred at room temperature for 0.5 h and then heated at 105° C. and stirred overnight. The resulting mixture was cooled to −10° C. and quenched by pouring on crushed ice slowly. The resulting mixture was extracted with EtOAc (20 mL×2). The combined organic phase was washed with brine, dried over anhy. Na2SO4 and concentrated in vacuo. Co... The reactants are FC(C1=C(OC2CCN(CC2)C=2SC(=CN2)C(=O)OC)C=CC=C1)(F)F (methyl 2-{4-[2-(trifluoromethyl)phenoxy]piperidin-1-yl}-1,3-thiazole-5-carboxylate), [OH-].[Na+] (NaOH), Cl (HCl). Run in C1CCOC1.CO (THF MeOH). Conditions: temperature 80 celsius. Yields the product FC(C1=C(OC2CCN(CC2)C=2SC(=CN2)C(=O)O)C=CC=C1)(F)F (2-{4-[2-(Trifluoromethyl)phenoxy]piperidin-1-yl}-1,3-thiazole-5-carboxylic acid). RXN SMILES: [F:1][C:2]([F:26])([F:25])[C:3]1[CH:24]=[CH:23][CH:22]=[CH:21][C:4]=1[O:5][CH:6]1[CH2:11][CH2:10][N:9]([C:12]2[S:13][C:14]([C:17]([O:19]C)=[O:18])=[CH:15][N:16]=2)[CH2:8][CH2:7]1.[OH-].[Na+].Cl>C1COCC1.CO>[F:25][C:2]([F:1])([F:26])[C:3]1[CH:24]=[CH:23][CH:22]=[CH:21][C:4]=1[O:5][CH:6]1[CH2:7][CH2:8][N:9]([C:12]2[S:13][C:14]([C:17]([OH:19])=[O:18])=[CH:15][N:16]=2)[CH2:10][CH2:11]1 |f:1.2,4.5|. Reported procedure: A mixture of methyl 2-{4-[2-(trifluoromethyl)phenoxy]piperidin-1-yl}-1,3-thiazole-5-carboxylate (16 g, 41.4 mmol) and 1 N NaOH (85 mL, 85 mmol) in THF/MeOH (1:1) (v/v) (300 mL) was heated at 80° C. bath for 1 h. Volatile solvents were removed in vacuo. The residue was diluted with H2O, acidified with 1 N HCl (2.2 equiv) and extracted with EtOAc. The EtOAc extract was washed with H2O, dried (Na2SO4) and concentrated to give the title compound as a white solid. RXN SMILES: [F:1][c:2]1[cH:3][cH:4][c:5](-[c:8]2[nH:9][c:10](=[O:21])[o:11][c:12]2[CH2:13][CH2:14][CH2:15][C:16](=[O:17])[O:18][CH2:19][CH3:20])[cH:6][cH:7]1.[OH2:33].[P:22]([Cl:23])([Cl:24])([Cl:25])=[O:26].[cH:27]1[cH:28][cH:29][n:30][cH:31][cH:32]1>>[F:1][c:2]1[cH:3][cH:4][c:5](-[c:8]2[n:9][c:10]([Cl:24])[o:11][c:12]2[CH2:13][CH2:14][CH2:15][C:16](=[O:17])[O:18][CH2:19][CH3:20])[cH:6][cH:7]1. Product: CCOC(=O)CCCc1oc(Cl)nc1-c1ccc(F)cc1. The reactants are CCOC(=O)CCCc1oc(=O)[nH]c1-c1ccc(F)cc1, O, O=P(Cl)(Cl)Cl, c1ccncc1.